From a dataset of the Open Reaction Database (ORD), a public repository of structured organic reaction records. describe an organic reaction: reactants, conditions, products, and yield Starting materials: O=C(c1ncc[nH]1)c1ncc[nH]1, CC(C)(C)OC(=O)NCCCCCN(OCc1ccccc1)C(=O)CCC(=O)O, NCCCCCNOCc1ccccc1, ClCCl, Cl, Cl. Yields the product CC(C)(C)OC(=O)NCCCCCN(OCc1ccccc1)C(=O)CCC(=O)NCCCCCNOCc1ccccc1. RXN SMILES: [C:1]([c:2]1[nH:3][cH:4][cH:5][n:6]1)([c:7]1[nH:8][cH:9][cH:10][n:11]1)=[O:12].[CH2:13]([c:14]1[cH:15][cH:16][cH:17][cH:18][cH:19]1)[O:20][N:21]([C:22]([CH2:23][CH2:24][C:25](=[O:26])[OH:27])=[O:28])[CH2:29][CH2:30][CH2:31][CH2:32][CH2:33][NH:34][C:35](=[O:36])[O:37][C:38]([CH3:39])([CH3:40])[CH3:41].[CH2:44]([c:45]1[cH:46][cH:47][cH:48][cH:49][cH:50]1)[O:51][NH:52][CH2:53][CH2:54][CH2:55][CH2:56][CH2:57][NH2:58].[Cl:59][CH2:60][Cl:61].[ClH:42].[ClH:43]>>[CH2:13]([c:14]1[cH:15][cH:16][cH:17][cH:18][cH:19]1)[O:20][N:21]([C:22]([CH2:23][CH2:24][C:25](=[O:27])[NH:58][CH2:57][CH2:56][CH2:55][CH2:54][CH2:53][NH:52][O:51][CH2:44][c:45]1[cH:46][cH:47][cH:48][cH:49][cH:50]1)=[O:28])[CH2:29][CH2:30][CH2:31][CH2:32][CH2:33][NH:34][C:35](=[O:36])[O:37][C:38]([CH3:39])([CH3:40])[CH3:41]. Starting materials: C(C)O.CCCCCC (ethanol hexane), ClC1=NC(=NC(=C1)OC)OC1=C(C(=O)O)C(=CC=C1)OC1=NC(=CC(=N1)OC)OC (2-(4-chloro-6-methoxypyrimidin -2-yl)oxy-6-(4,6-dimethoxypyrimidin-2-yl) oxybenzoic acid), [H-].[Na+] (sodium hydride), ClCCC(C(=O)[O-])(C)C (chloromethylpivalate). Solvent: CN(C=O)C (N,N-dimethylformamide). Yields the product ClC1=NC(=NC(=C1)OC)OC1=C(C(=O)OCOC(C(C)(C)C)=O)C(=CC=C1)OC1=NC(=CC(=N1)OC)OC (2,2-dimethylpropanoyloxymethyl 2-(4-chloro -6-methoxypyrimidin-2-yl)oxy-6-(4,6-dimethoxypyrimidin -2-yl)oxybenzoate). Reaction SMILES: [Cl:1][C:2]1[CH:7]=[C:6]([O:8][CH3:9])[N:5]=[C:4]([O:10][C:11]2[CH:19]=[CH:18][CH:17]=[C:16]([O:20][C:21]3[N:26]=[C:25]([O:27][CH3:28])[CH:24]=[C:23]([O:29][CH3:30])[N:22]=3)[C:12]=2[C:13]([OH:15])=[O:14])[N:3]=1.[H-].[Na+].ClC[CH2:35][C:36]([CH3:41])([CH3:40])[C:37]([O-:39])=[O:38].[CH2:42](O)C.CCCCCC>CN(C)C=O>[Cl:1][C:2]1[CH:7]=[C:6]([O:8][CH3:9])[N:5]=[C:4]([O:10][C:11]2[CH:19]=[CH:18][CH:17]=[C:16]([O:20][C:21]3[N:22]=[C:23]([O:29][CH3:30])[CH:24]=[C:25]([O:27][CH3:28])[N:26]=3)[C:12]=2[C:13]([O:15][CH2:42][O:39][C:37](=[O:38])[C:36]([CH3:41])([CH3:40])[CH3:35])=[O:14])[N:3]=1 |f:1.2,4.5|. Reported procedure: 0.9 g of (2.1 mmol) of 2-(4-chloro-6-methoxypyrimidin -2-yl)oxy-6-(4,6-dimethoxypyrimidin-2-yl) oxybenzoic acid, 0.1 g of 60% sodium hydride and 0.39 g (2.5 mmol) of chloromethylpivalate were reacted in N,N-dimethylformamide, treated and purified in the same manner as in Example 1. To the residue thus obtained, were added ethanol/hexane to precipitate a solid, which was filtered out to obtain 0.6 g of a white crystal having a melting point of from 83° to 85° C. The reactants are CCOC(=O)c1cc2c(n1C)CCN(S(=O)(=O)c1ccc(C)cc1)C2, CCO, [Na+], [OH-]. Yields the product Cc1ccc(S(=O)(=O)N2CCc3c(cc(C(=O)O)n3C)C2)cc1. Reaction SMILES: [CH3:1][n:2]1[c:3]([C:21](=[O:22])[O:23][CH2:24][CH3:25])[cH:4][c:5]2[c:10]1[CH2:9][CH2:8][N:7]([S:11](=[O:12])(=[O:13])[c:14]1[cH:15][cH:16][c:17]([CH3:20])[cH:18][cH:19]1)[CH2:6]2.[CH3:28][CH2:29][OH:30].[Na+:27].[OH-:26]>>[CH3:1][n:2]1[c:3]([C:21](=[O:22])[OH:23])[cH:4][c:5]2[c:10]1[CH2:9][CH2:8][N:7]([S:11](=[O:12])(=[O:13])[c:14]1[cH:15][cH:16][c:17]([CH3:20])[cH:18][cH:19]1)[CH2:6]2. The solvent is CO (methanol). The product is [C@@H]1(C=C[C@@H](CO)O1)N1C=NC=2C(=O)NC(N)=NC12 (2',3'-Didehydro-2',3'-dideoxyguanosine). Procedure details: A solution of 27 (0.3 g, 0.94 mmol) in methanol saturated with ammonia (20 ml) was stirred at 50°-55° C. for 12 hours in a pressure vessel. The reaction mixture was cooled to room temperature. The solid obtained was filtered, washed with cold isopropanol, and dried. Crystallization from methanol afforded 0.2 g (81%) of 9 as an amorphous solid: mp >250° C.; UV (methanol) λmax (pH 1) 270 mn, 251; (pH 7) 269 (sh), 255; (pH 11) 268; 1H NMR (DMSO-d6) 63.48-3.59 (2H, m, 5'-H), 4.70-5.00 (2H, m, 4'-H a... Reaction SMILES: N#N.C([C@@:8]1([N:15]2[C:25]3[N:24]=[C:22]([NH2:23])[NH:21][C:19](=[O:20])[C:18]=3[N:17]=[CH:16]2)[O:14][C@H:11]([CH2:12][OH:13])[CH:10]=[CH:9]1)(=O)C(C)C.N>CO>[C@@H:8]1([N:15]2[C:25]3[N:24]=[C:22]([NH2:23])[NH:21][C:19](=[O:20])[C:18]=3[N:17]=[CH:16]2)[O:14][C@H:11]([CH2:12][OH:13])[CH:10]=[CH:9]1 |f:0.1|. The reactants are N#N.C(C(C)C)(=O)[C@@]1(C=C[C@@H](CO)O1)N1C=NC=2C(=O)NC(N)=NC12 (N2 Isobutyryl-2',3'-didehydro-2',3'-dideoxyguanosine), N (ammonia). Isolated yield 85.4%. Reactants: C(CCCCCC)=O (n-heptanal), C(C=O)(=O)OC (methyl glyoxylate), C(C)(=O)OC(C)=O (acetic anhydride). Reagents/catalysts: C(CC)(=O)O (propionic acid), C(CCC)NCCCC (di-n-butylamine). Run at temperature 80 celsius, time 30 minute. Yields the product C(=O)C(=CC(=O)OC)CCCCC (methyl 3-formyl-3-pentylacrylate). Isolated yield 64.0%. As a reaction SMILES: [CH:1](=[O:8])[CH2:2][CH2:3][CH2:4][CH2:5][CH2:6][CH3:7].[C:9]([O:13][CH3:14])(=[O:12])[CH:10]=O.C(OC(=O)C)(=O)C>C(O)(=O)CC.C(NCCCC)CCC>[CH:1]([C:2]([CH2:3][CH2:4][CH2:5][CH2:6][CH3:7])=[CH:10][C:9]([O:13][CH3:14])=[O:12])=[O:8]. Reported procedure: A mixture of 57 g (0.5 mol) of n-heptanal and 44 g (0.5 mol) of methyl glyoxylate was added dropwise to a mixture of 1.85 g (0.025 mol) of propionic acid and 3.22 g (0.025 mol) of di-n-butylamine in such a way that the temperature did not exceed 80° C. After the addition was complete the mixture was stirred at 80° C. for 30 min, then 102 g (1 mol) of acetic anhydride were added and the mixture was heated to boiling. Acetic acid slowly distilled out, 51 g being obtained in 2 hours. Fractional dis... The reactants are C1(=CC=CC=C1)C1CCC(CC1)N (4-phenylcyclohexylamine), C(C)C1=C(C(=CC=C1)CC)N=C=O (2,6-diethylphenylisocyanate), N1=CC=CC=C1 (pyridine), resultant mixture, Cl (hydrochloric acid). The solvent is ClCCl (dichloromethane). Reaction conditions: time 2 hour. The product is C(C)C1=C(C(=CC=C1)CC)NC(=O)NC1CCC(CC1)C1=CC=CC=C1 (N-(2,6-diethylphenyl)-N'-(4-phenylcyclohexyl)urea). Reaction SMILES: [C:1]1([CH:7]2[CH2:12][CH2:11][CH:10]([NH2:13])[CH2:9][CH2:8]2)[CH:6]=[CH:5][CH:4]=[CH:3][CH:2]=1.[CH2:14]([C:16]1[CH:21]=[CH:20][CH:19]=[C:18]([CH2:22][CH3:23])[C:17]=1[N:24]=[C:25]=[O:26])[CH3:15].N1C=CC=CC=1.Cl>ClCCl>[CH2:14]([C:16]1[CH:21]=[CH:20][CH:19]=[C:18]([CH2:22][CH3:23])[C:17]=1[NH:24][C:25]([NH:13][CH:10]1[CH2:9][CH2:8][CH:7]([C:1]2[CH:6]=[CH:5][CH:4]=[CH:3][CH:2]=2)[CH2:12][CH2:11]1)=[O:26])[CH3:15]. Procedure details: To a solution of 1 g of 4-phenylcyclohexylamine in 10 ml of dichloromethane was added 2,6-diethylphenylisocyanate dropwise in the presence of pyridine and the mixture was stirred for 2 hours at room temperature. To the resultant mixture was added 30 ml of diluted hydrochloric acid and the solution was extracted with chloroform. The extract was washed with water, aqueous sodium hydrogencarbonate solution and saturated brine, and then dried over magnesium sulfate. The solvent was distilled away an...